This data is from the Open Reaction Database (ORD), a public repository of structured organic reaction records. The task is: describe an organic reaction: reactants, conditions, products, and yield The reactants are [N-]=[N+]=[N-] (azide), CC1=CC=C(C=C1)S(=O)(=O)OCC1OC2=C(C1)C=CC=C2C2=CC(=CC=C2)F ((±)-[7-(3-fluorophenyl)-2,3-dihydro-1-benzofuran-2-yl]methyl 4-methylbenzenesulfonate), N(=[N+]=[N-])CC1OC2=C(C1)C=CC=C2C2=CC(=CC=C2)F ((±)-2-(azidomethyl)-7-(3-fluorophenyl)-2,3-dihydro-1-benzofuran), [N-]=[N+]=[N-].[Na+] (sodium azide), Intermediate 98, hydrochloride salt. The reagents and catalysts are [Pd] (palladium on carbon). Product: FC=1C=C(C=CC1)C1=CC=CC=2CC(OC21)CN ((±)-1-[7-(3-fluorophenyl)-2,3-dihydro-1-benzofuran-2-yl]methanamine). Isolated yield 81.0%. As a reaction SMILES: CC1C=CC(S(OCC2CC3C=CC=C(C4C=CC=C(F)C=4)C=3O2)(=O)=O)=CC=1.[N-]=[N+]=[N-].[Na+].[N:33]([CH2:36][CH:37]1[CH2:41][C:40]2[CH:42]=[CH:43][CH:44]=[C:45]([C:46]3[CH:51]=[CH:50][CH:49]=[C:48]([F:52])[CH:47]=3)[C:39]=2[O:38]1)=[N+]=[N-].[N-]=[N+]=[N-]>[Pd]>[F:52][C:48]1[CH:47]=[C:46]([C:45]2[C:39]3[O:38][CH:37]([CH2:36][NH2:33])[CH2:41][C:40]=3[CH:42]=[CH:43][CH:44]=2)[CH:51]=[CH:50][CH:49]=1 |f:1.2|. Procedure details: Treatment of (±)-[7-(3-fluorophenyl)-2,3-dihydro-1-benzofuran-2-yl]methyl 4-methylbenzenesulfonate (1.68 g, 4.22 mmol) with sodium azide (1.09 g, 16.88 mmol) generally according to the procedure described for Intermediate 98 afforded (±)-2-(azidomethyl)-7-(3-fluorophenyl)-2,3-dihydro-1-benzofuran. Treatment of the azide with palladium on carbon (0.107 g, 10 wt. %) generally according to the procedure described for Example 1 provided 0.95 g (81%) of (±)-1-[7-(3-fluorophenyl)-2,3-dihydro-1-benzofu...